From a dataset of the Open Reaction Database (ORD), a public repository of structured organic reaction records. describe an organic reaction: reactants, conditions, products, and yield Reactants: O=C([O-])[O-], CCOC(C)=O, COc1ccccc1N1CCNCC1, CC(C)=O, CCCCCC, O=C(CCl)Nc1ccc(Cl)cc1C(=O)c1ccccc1Cl, [K+], [K+]. The product is COc1ccccc1N1CCN(CC(=O)Nc2ccc(Cl)cc2C(=O)c2ccccc2Cl)CC1. Reaction SMILES: [C:22](=[O:23])([O-:24])[O-:25].[C:52]([O:53][CH2:54][CH3:55])(=[O:56])[CH3:57].[CH3:28][O:29][c:30]1[c:31]([N:36]2[CH2:37][CH2:38][NH:39][CH2:40][CH2:41]2)[cH:32][cH:33][cH:34][cH:35]1.[CH3:42][C:43](=[O:44])[CH3:45].[CH3:46][CH2:47][CH2:48][CH2:49][CH2:50][CH3:51].[Cl:1][c:2]1[cH:3][c:4]([C:13]([c:14]2[c:15]([Cl:20])[cH:16][cH:17][cH:18][cH:19]2)=[O:21])[c:5]([NH:8][C:9]([CH2:10][Cl:11])=[O:12])[cH:6][cH:7]1.[K+:26].[K+:27]>>[Cl:1][c:2]1[cH:3][c:4]([C:13]([c:14]2[c:15]([Cl:20])[cH:16][cH:17][cH:18][cH:19]2)=[O:21])[c:5]([NH:8][C:9]([CH2:10][N:39]2[CH2:38][CH2:37][N:36]([c:31]3[c:30]([O:29][CH3:28])[cH:35][cH:34][cH:33][cH:32]3)[CH2:41][CH2:40]2)=[O:12])[cH:6][cH:7]1.